This data is from the Open Reaction Database (ORD), a public repository of structured organic reaction records. The task is: describe an organic reaction: reactants, conditions, products, and yield Starting materials: COC([C@H](NC(=O)OCC1=CC=CC=C1)CNS(=O)(=O)C)=O (N-[(benzyloxy)carbonyl]-3-[(methylsulfonyl)amino]-D-alanine methyl ester), C1CCOC1 (THF), [Cl-].[Li+] (lithium chloride), [BH4-].[Na+] (sodium borohydride). Run in C(C)O (ethanol). Conditions: time 14 hour. The product is C(C1=CC=CC=C1)OC(N[C@@H](CO)CNS(=O)(=O)C)=O (benzyl[(1R)-2-hydroxy-1-{[(methylsulfonyl)amino]methyl}ethyl]carbamate). Isolated yield 77.0%. RXN SMILES: C[O:2][C:3](=O)[C@@H:4]([CH2:16][NH:17][S:18]([CH3:21])(=[O:20])=[O:19])[NH:5][C:6]([O:8][CH2:9][C:10]1[CH:15]=[CH:14][CH:13]=[CH:12][CH:11]=1)=[O:7].C1COCC1.[Cl-].[Li+].[BH4-].[Na+]>C(O)C>[CH2:9]([O:8][C:6](=[O:7])[NH:5][C@H:4]([CH2:16][NH:17][S:18]([CH3:21])(=[O:20])=[O:19])[CH2:3][OH:2])[C:10]1[CH:11]=[CH:12][CH:13]=[CH:14][CH:15]=1 |f:2.3,4.5|. Procedure: To a mixed liquid of 4.40 g of N-[(benzyloxy)carbonyl]-3-[(methylsulfonyl)amino]-D-alanine methyl ester, 100 ml of THF, and 50 ml of ethanol was added 1.13 g of lithium chloride, and 1.01 g of sodium borohydride was further added thereto under ice-cooling. The reaction solution was stirred at room temperature for 14 hours, and the solvent was then evaporated under reduced pressure. After adding 150 ml of water, concentrated hydrochloric acid was added thereto until the pH reached 2 to 3. The sol... Product: OCc1sc2c(F)cccc2c1Cl. The reactants are [Al+3], C1CCOC1, O=C(Cl)c1sc2c(F)cccc2c1Cl, O=C(Cl)c1sc2ccc(F)cc2c1Cl, [H-], [H-], [H-], [H-], [Li+]. Reaction SMILES: [Al+3:30].[CH2:35]1[O:36][CH2:37][CH2:38][CH2:39]1.[Cl:15][c:16]1[c:17]2[c:18]([s:19][c:20]1[C:21](=[O:22])[Cl:23])[c:24]([F:28])[cH:25][cH:26][cH:27]2.[Cl:1][c:2]1[c:3]2[cH:4][c:5]([F:6])[cH:7][cH:8][c:9]2[s:10][c:11]1[C:12]([Cl:13])=[O:14].[H-:29].[H-:32].[H-:33].[H-:34].[Li+:31]>>[Cl:15][c:16]1[c:17]2[c:18]([s:19][c:20]1[CH2:21][OH:22])[c:24]([F:28])[cH:25][cH:26][cH:27]2. As a reaction SMILES: [CH3:1][c:2]1[n:3][o:4][c:5]([NH:8][C:9]([O:10][CH2:11][C:12]([Cl:13])([Cl:14])[Cl:15])=[O:16])[c:6]1[CH3:7].[CH3:45][S:46](=[O:47])[CH3:48].[CH:35]([N:36]([CH:37]([CH3:38])[CH3:39])[CH2:40][CH3:41])([CH3:42])[CH3:43].[Cl:17][c:18]1[cH:19][c:20](-[c:24]2[n:25][c:26]([N:29]3[CH2:30][CH2:31][NH:32][CH2:33][CH2:34]3)[s:27][cH:28]2)[cH:21][cH:22][cH:23]1.[OH2:44]>>[CH3:1][c:2]1[n:3][o:4][c:5]([NH:8][C:9](=[O:16])[N:32]2[CH2:31][CH2:30][N:29]([c:26]3[n:25][c:24](-[c:20]4[cH:19][c:18]([Cl:17])[cH:23][cH:22][cH:21]4)[cH:28][s:27]3)[CH2:34][CH2:33]2)[c:6]1[CH3:7]. Reactants: Cc1noc(NC(=O)OCC(Cl)(Cl)Cl)c1C, CS(C)=O, CCN(C(C)C)C(C)C, Clc1cccc(-c2csc(N3CCNCC3)n2)c1, O. The product is Cc1noc(NC(=O)N2CCN(c3nc(-c4cccc(Cl)c4)cs3)CC2)c1C. The reactants are [I-].[Na+] (sodium iodide), OC1=C(C(=O)OC)C=CC(=C1)OC (methyl 2-hydroxy-4-methoxy-benzoate), [H-].[Na+] (sodium hydride), ClC1=C(C=CC(=C1)Cl)[N+](=O)[O-] (2,4-dichloronitrobenzene). The reagents and catalysts are [Cu]I (copper(I)-iodide), [Cu] (copper). The solvent is CO (methanol), CN(C=O)C (dimethylformamide). Conditions: temperature 85 celsius, time 48 hour. The product is ClC=1C=CC(=C(OC2=C(C(=O)OC)C=CC(=C2)OC)C1)[N+](=O)[O-] (2-(5-Chloro-2-nitrophenoxy)-4-methoxybenzoic acid, methyl ester). As a reaction SMILES: [OH:1][C:2]1[CH:11]=[C:10]([O:12][CH3:13])[CH:9]=[CH:8][C:3]=1[C:4]([O:6][CH3:7])=[O:5].[H-].[Na+].[I-].[Na+].Cl[C:19]1[CH:24]=[C:23]([Cl:25])[CH:22]=[CH:21][C:20]=1[N+:26]([O-:28])=[O:27]>CN(C)C=O.[Cu]I.[Cu].CO>[Cl:25][C:23]1[CH:22]=[CH:21][C:20]([N+:26]([O-:28])=[O:27])=[C:19]([CH:24]=1)[O:1][C:2]1[CH:11]=[C:10]([O:12][CH3:13])[CH:9]=[CH:8][C:3]=1[C:4]([O:6][CH3:7])=[O:5] |f:1.2,3.4|. Procedure: To a stirred solution of 15 g of methyl 2-hydroxy-4-methoxy-benzoate in 185 ml of dimethylformamide under argon was added 3.63 g of a 60% dispersion of sodium hydride in oil. To this slurry was added 12.35 g of sodium iodide, 15.69 g of copper(I)-iodide, and 0.525 g of copper powder. The mixture was heated for 15 minutes at 85° C. and 17.4 g of 2,4-dichloronitrobenzene was added. After 48 hours at 85° C., the reaction was cooled to 25° C. and methanol was added. The reaction was filtered and the... Starting materials: ClC=1C=CC(=C(C[C@H]2CN(C(CN(C2=O)C(=O)N[C@H](CC)C2=CC(=C(C(=O)OC(C)(C)C)C=C2)[N+](=O)[O-])=O)CC2=C(C=C(C=C2OC)OC)OC)C1)OC (Tert-butyl 4-[(1R)-1-({[(6S)-6-(5-chloro-2-methoxybenzyl)-3,7-dioxo-4-(2,4,6-trimethoxybenzyl)-1,4-diazepan-1-yl]carbonyl}amino) propyl]-2-nitrobenzoate), O (Water). The reagents and catalysts are [Zn] (zinc). Solvent: solution, Cl (hydrochloric acid), C(C)(=O)OCC (ethyl acetate). Conditions: time 16 hour. Yields the product C(C)(=O)O.NC1=C(C(=O)O)C=CC(=C1)[C@@H](CC)NC(=O)N1CC(NC[C@@H](C1=O)CC1=C(C=CC(=C1)Cl)OC)=O (2-amino-4-[(1R)-1-({[(6S)-6-(5-chloro-2-methoxybenzyl)-3,7-dioxo-1,4-diazepan-1-yl]carbonyl}amino)propyl]benzoic acid monoacetic acid). The yield is 178.3%. Reaction SMILES: [Cl:1][C:2]1[CH:3]=[CH:4][C:5]([O:53][CH3:54])=[C:6]([CH:52]=1)[CH2:7][C@@H:8]1[C:14](=[O:15])[N:13]([C:16]([NH:18][C@@H:19]([C:22]2[CH:34]=[CH:33][C:25]([C:26]([O:28]C(C)(C)C)=[O:27])=[C:24]([N+:35]([O-])=O)[CH:23]=2)[CH2:20][CH3:21])=[O:17])[CH2:12][C:11](=[O:38])[N:10](CC2C(OC)=CC(OC)=CC=2OC)[CH2:9]1.O>Cl.C(OCC)(=O)C.[Zn]>[C:26]([OH:28])(=[O:27])[CH3:25].[NH2:35][C:24]1[CH:23]=[C:22]([C@H:19]([NH:18][C:16]([N:13]2[C:14](=[O:15])[C@@H:8]([CH2:7][C:6]3[CH:52]=[C:2]([Cl:1])[CH:3]=[CH:4][C:5]=3[O:53][CH3:54])[CH2:9][NH:10][C:11](=[O:38])[CH2:12]2)=[O:17])[CH2:20][CH3:21])[CH:34]=[CH:33][C:25]=1[C:26]([OH:28])=[O:27] |f:5.6|. Procedure: Tert-butyl 4-[(1R)-1-({[(6S)-6-(5-chloro-2-methoxybenzyl)-3,7-dioxo-4-(2,4,6-trimethoxybenzyl)-1,4-diazepan-1-yl]carbonyl}amino) propyl]-2-nitrobenzoate (9.5 g) was dissolved in 4N solution of hydrochloric acid in an ethyl acetate (170 ml), and the mixture stirred at room temperature for 16 hours. Next, sandy zinc (9g) was added to the reaction solution, and the mixture was stirred at 40° C. for 20 hours. Water was added to the reaction solution to wash it, then the organic layer was dried over ... Reactants: C(C1=CC=CC=C1)(=O)N (benzamide), ClCCl (dichloromethane), O (water), [OH-].[K+] (potassium hydroxide), ClN1C(N(C(N(C1=O)Cl)=O)Cl)=O (Trichloroisocyanuric acid). Product: ClCC1=NC=CC=C1OC (2-Chloromethyl-3-methoxypyridine). RXN SMILES: [C:1]([NH2:9])(=O)[C:2]1C=[CH:6][CH:5]=[CH:4][CH:3]=1.ClN1[C:16](=[O:17])N(Cl)C(=O)N(Cl)C1=O.O.[OH-].[K+].[Cl:25]CCl>>[Cl:25][CH2:6][C:5]1[C:4]([O:17][CH3:16])=[CH:3][CH:2]=[CH:1][N:9]=1 |f:3.4|. Procedure: The title compound of Preparation 45 (190 mg, 1.5 mmol) was added to a stirred solution of benzamide (5 mg, 0.4 mmol) in dichloromethane (2 ml) and the mixture heated to reflux temperature. Trichloroisocyanuric acid (190 mg, 0.82 mmol) was added portionwise, then the reaction mixture stirred under reflux for 3 hours, allowed to cool and treated with water (2 ml) and 50% aqueous potassium hydroxide solution (3 ml). The separated aqueous phase was washed with dichloromethane (3×10 ml) and the comb...